From a dataset of the Open Reaction Database (ORD), a public repository of structured organic reaction records. describe an organic reaction: reactants, conditions, products, and yield Run in C(C)(=O)O (acetic acid). Procedure: Following the procedure described in Step 4 of Example 1, 6-(3-pentyl-benzofuran-2-yl)-naphthalen-2-ol (3.3 g, 10.0 mmol) was brominated using bromine (0.6 mL, 11.8 mmol), and potassium acetate (1.0 g. 10.2 mmol) in glacial acetic acid (40 mL). Purification by chromatography on a Biotage apparatus using 5% % ethyl acetate in hexane as the mobile phase furnished the title compound as an off-white solid (3.6 g), mp 75-77° C. Mass spectrum (+APCl, [M+H]+) m/z 409. 1HNMR (300 MHz, DMSO-d6): δ10.76 (... Starting materials: C(CCCC)C1=C(OC2=C1C=CC=C2)C=2C=C1C=CC(=CC1=CC2)O (6-(3-pentyl-benzofuran-2-yl)-naphthalen-2-ol), BrBr (bromine), C(C)(=O)[O-].[K+] (potassium acetate). As a reaction SMILES: [CH2:1]([C:6]1[C:10]2[CH:11]=[CH:12][CH:13]=[CH:14][C:9]=2[O:8][C:7]=1[C:15]1[CH:16]=[C:17]2[C:22](=[CH:23][CH:24]=1)[CH:21]=[C:20]([OH:25])[CH:19]=[CH:18]2)[CH2:2][CH2:3][CH2:4][CH3:5].[Br:26]Br.C([O-])(=O)C.[K+]>C(O)(=O)C>[Br:26][C:21]1[C:22]2[C:17](=[CH:16][C:15]([C:7]3[O:8][C:9]4[CH:14]=[CH:13][CH:12]=[CH:11][C:10]=4[C:6]=3[CH2:1][CH2:2][CH2:3][CH2:4][CH3:5])=[CH:24][CH:23]=2)[CH:18]=[CH:19][C:20]=1[OH:25] |f:2.3|. Yields the product BrC1=C(C=CC2=CC(=CC=C12)C=1OC2=C(C1CCCCC)C=CC=C2)O (1-Bromo-6-(3-pentyl-benzofuran-2-yl)-naphthalen-2-ol). Isolated yield 88.0%. The reactants are NC1=NN=C(C(N1)=O)C(C)NC(C1=CC(=CC=C1)C(F)(F)F)=O (N-[1-(3-amino-5-oxo-4,5-dihydro-1,2,4-triazin-6-yl)ethyl]-3-(trifluoromethyl)benzamide), NC1=NN=C(C(N1)=O)C(C)NC(C1=CC(=CC=C1)C(F)(F)F)=O (N-[1-(3-amino-5-oxo-4,5-dihydro-1,2,4-triazin-6-yl)ethyl]-3-(trifluoromethyl)benzamide), [OH-].[Na+] (NaOH). The solvent is O=P(Cl)(Cl)Cl (POCl3). Reaction conditions: temperature 110 celsius. Yields the product NC1=NN2C(C=N1)=C(N=C2C2=CC(=CC=C2)C(F)(F)F)C (2-amino-5-methyl-7-[3-(trifluoromethyl)phenyl]imidazo[5,1-f][1,2,4]triazin). Isolated yield 21.8%. Reaction SMILES: [NH2:1][C:2]1[NH:7][C:6](=O)[C:5]([CH:9]([NH:11][C:12](=O)[C:13]2[CH:18]=[CH:17][CH:16]=[C:15]([C:19]([F:22])([F:21])[F:20])[CH:14]=2)[CH3:10])=[N:4][N:3]=1.[OH-].[Na+]>O=P(Cl)(Cl)Cl>[NH2:1][C:2]1[N:7]=[CH:6][C:5]2=[C:9]([CH3:10])[N:11]=[C:12]([C:13]3[CH:18]=[CH:17][CH:16]=[C:15]([C:19]([F:22])([F:21])[F:20])[CH:14]=3)[N:4]2[N:3]=1 |f:1.2|. Procedure details: Crude N-[1-(3-amino-5-oxo-4,5-dihydro-1,2,4-triazin-6-yl)ethyl]-3-(trifluoromethyl)benzamide (Intermediate 42) (8.34 g, 25.5 mmol) was suspended in POCl3 (30 mL) and heated in a sealed tube at 110° C. for 2h. After the reaction had cooled to rt, the solution was carefully poured onto ice, neutralized with NaOH(aq) and extracted into EtOAc. The combined organic extracts were dried (MgSO4), filtered, and concentrated. Purification of the residue by chromatography afforded 2-amino-5-methyl-7-[3-(tr...